Dataset: the Open Reaction Database (ORD), a public repository of structured organic reaction records. Task: describe an organic reaction: reactants, conditions, products, and yield The reactants are CCN=C=NCCCN(C)C, CCOC(=O)c1ncc(C(=O)O)n1Cc1cc(-c2ccc(Cl)s2)on1, CCN(C(C)C)C(C)C, CC(C)N1CCC(N)CC1, ClCCl, Cl, CN(C)C=O, On1nnc2cccnc21. Yields the product CCOC(=O)c1ncc(C(=O)NC2CCN(C(C)C)CC2)n1Cc1cc(-c2ccc(Cl)s2)on1. RXN SMILES: [CH2:37]([N:38]=[C:39]=[N:40][CH2:41][CH2:42][CH2:43][N:44]([CH3:45])[CH3:46])[CH3:47].[CH3:1][CH2:2][O:3][C:4](=[O:5])[c:6]1[n:7][cH:8][c:9]([C:23](=[O:24])[OH:25])[n:10]1[CH2:11][c:12]1[n:13][o:14][c:15](-[c:17]2[s:18][c:19]([Cl:22])[cH:20][cH:21]2)[cH:16]1.[CH:48]([N:49]([CH:50]([CH3:51])[CH3:52])[CH2:53][CH3:54])([CH3:55])[CH3:56].[CH:57]([CH3:58])([CH3:59])[N:60]1[CH2:61][CH2:62][CH:63]([NH2:66])[CH2:64][CH2:65]1.[Cl:72][CH2:73][Cl:74].[ClH:36].[O:67]=[CH:68][N:69]([CH3:70])[CH3:71].[OH:26][n:27]1[c:28]2[n:29][cH:30][cH:31][cH:32][c:33]2[n:34][n:35]1>>[CH3:1][CH2:2][O:3][C:4](=[O:5])[c:6]1[n:7][cH:8][c:9]([C:23](=[O:25])[NH:66][CH:63]2[CH2:62][CH2:61][N:60]([CH:57]([CH3:58])[CH3:59])[CH2:65][CH2:64]2)[n:10]1[CH2:11][c:12]1[n:13][o:14][c:15](-[c:17]2[s:18][c:19]([Cl:22])[cH:20][cH:21]2)[cH:16]1. The reactants are BrCC1CCCSC1, O=C([O-])[O-], CC#N, O=[N+]([O-])c1cc(O)c(Cl)cc1F, [I-], [K+], [K+], [K+]. The product is O=[N+]([O-])c1cc(OCC2CCCSC2)c(Cl)cc1F. RXN SMILES: [Br:21][CH2:22][CH:23]1[CH2:24][S:25][CH2:26][CH2:27][CH2:28]1.[C:13](=[O:14])([O-:15])[O-:16].[CH3:29][C:30]#[N:31].[Cl:1][c:2]1[c:3]([OH:12])[cH:4][c:5]([N+:9](=[O:10])[O-:11])[c:6]([F:8])[cH:7]1.[I-:20].[K+:17].[K+:18].[K+:19]>>[Cl:1][c:2]1[c:3]([O:12][CH2:22][CH:23]2[CH2:24][S:25][CH2:26][CH2:27][CH2:28]2)[cH:4][c:5]([N+:9](=[O:10])[O-:11])[c:6]([F:8])[cH:7]1. Reactants: NC1CCCC1, CC(C)(CO)C(=O)O. Yields the product CC(C)(CO)C(=O)NC1CCCC1. Reaction SMILES: [CH:9]1([NH2:14])[CH2:10][CH2:11][CH2:12][CH2:13]1.[OH:1][CH2:2][C:3]([C:4](=[O:5])[OH:6])([CH3:7])[CH3:8]>>[OH:1][CH2:2][C:3]([C:4](=[O:5])[NH:14][CH:9]1[CH2:10][CH2:11][CH2:12][CH2:13]1)([CH3:7])[CH3:8]. The reactants are COC(=O)CN(C(=O)OC(C)(C)C)C1CCc2c(-c3cnc(-c4ccc(OC(C)C)c(C#N)c4)s3)cccc21, CO, [Na+], [OH-]. The product is CC(C)Oc1ccc(-c2ncc(-c3cccc4c3CCC4N(CC(=O)O)C(=O)OC(C)(C)C)s2)cc1C#N. Reaction SMILES: [C:1]([CH3:2])([CH3:3])([CH3:4])[O:5][C:6](=[O:7])[N:8]([CH2:9][C:10](=[O:11])[O:12][CH3:13])[CH:14]1[CH2:15][CH2:16][c:17]2[c:18](-[c:23]3[cH:24][n:25][c:26](-[c:28]4[cH:29][c:30]([C:38]#[N:39])[c:31]([O:34][CH:35]([CH3:36])[CH3:37])[cH:32][cH:33]4)[s:27]3)[cH:19][cH:20][cH:21][c:22]21.[CH3:42][OH:43].[Na+:41].[OH-:40]>>[C:1]([CH3:2])([CH3:3])([CH3:4])[O:5][C:6](=[O:7])[N:8]([CH2:9][C:10](=[O:11])[OH:12])[CH:14]1[CH2:15][CH2:16][c:17]2[c:18](-[c:23]3[cH:24][n:25][c:26](-[c:28]4[cH:29][c:30]([C:38]#[N:39])[c:31]([O:34][CH:35]([CH3:36])[CH3:37])[cH:32][cH:33]4)[s:27]3)[cH:19][cH:20][cH:21][c:22]21. Starting materials: ClC1=C(C=C(C(=C1)Cl)Cl)CC(=S)O (2,4,5-trichlorophenylthioacetic acid), S(=O)(Cl)Cl (thionyl chloride). Run in C(Cl)Cl (methylene chloride). Product: ClC1=C(C=C(C(=C1)Cl)Cl)CC(=S)Cl (2,4,5-trichlorophenylthioacetyl chloride). Isolated yield 110.6%. RXN SMILES: [Cl:1][C:2]1[CH:7]=[C:6]([Cl:8])[C:5]([Cl:9])=[CH:4][C:3]=1[CH2:10][C:11](O)=[S:12].S(Cl)([Cl:16])=O>C(Cl)Cl>[Cl:1][C:2]1[CH:7]=[C:6]([Cl:8])[C:5]([Cl:9])=[CH:4][C:3]=1[CH2:10][C:11]([Cl:16])=[S:12]. Reported procedure: A solution of 2,4,5-trichlorophenylthioacetic acid (6.0 g, 22.1 mmol) in methylene chloride (30 mL) and thionyl chloride (10 mL, 137 mmol) was heated at reflux for 3 h. The reaction mixture was allowed to cool to room temperature and was concentrated in vacuo. The residue was evaporated two times from toluene (50 mL) to give 6.7 g of 2,4,5-trichlorophenylthioacetyl chloride as a pale yellow oil (100% yield). 1H NMR (300 MHz, CDCl3) a 4.12 (s, 2 H), 7.54 (s, 1 H), 7.56 (s, 1 H). A solution of (6R... Yields the product O=C(O)c1cc(=O)c2c(o1)c1ccccc1n2-c1ccccc1. RXN SMILES: [CH3:26][C:27](=[O:28])[OH:29].[ClH:30].[O:1]=[c:2]1[cH:3][c:4]([C:21](=[O:22])[O:23][CH2:24][CH3:25])[o:5][c:6]2[c:7]1[n:8](-[c:15]1[cH:16][cH:17][cH:18][cH:19][cH:20]1)[c:9]1[cH:10][cH:11][cH:12][cH:13][c:14]21>>[O:1]=[c:2]1[cH:3][c:4]([C:21](=[O:22])[OH:23])[o:5][c:6]2[c:7]1[n:8](-[c:15]1[cH:16][cH:17][cH:18][cH:19][cH:20]1)[c:9]1[cH:10][cH:11][cH:12][cH:13][c:14]21. Reactants: CC(=O)O, Cl, CCOC(=O)c1cc(=O)c2c(o1)c1ccccc1n2-c1ccccc1. Reactants: 4g, 5a, C(C1=CC=CC=C1)(=O)N1CCNCC1 (1-benzoylpiperazine), [K+].BrC=1N=CC=C2C(=CNC12)C(C(=O)[O-])=O ((7-bromo-6-azaindol-3-yl)-oxoacetic acid potassium salt). Yields the product 5g, C(C1=CC=CC=C1)(=O)N1CCN(CC1)C(C(=O)C1=CNC2=C(N=CC=C12)Br)=O (1-benzoyl-4-[(7-bromo-6-azaindol-3-yl)-oxoacetyl]piperazine). As a reaction SMILES: [K+].[Br:2][C:3]1[N:4]=[CH:5][CH:6]=[C:7]2[C:11]=1[NH:10][CH:9]=[C:8]2[C:12](=[O:16])[C:13]([O-:15])=O.[C:17]([N:25]1[CH2:30][CH2:29][NH:28][CH2:27][CH2:26]1)(=[O:24])[C:18]1[CH:23]=[CH:22][CH:21]=[CH:20][CH:19]=1>>[C:17]([N:25]1[CH2:30][CH2:29][N:28]([C:13](=[O:15])[C:12]([C:8]2[C:7]3[C:11](=[C:3]([Br:2])[N:4]=[CH:5][CH:6]=3)[NH:10][CH:9]=2)=[O:16])[CH2:27][CH2:26]1)(=[O:24])[C:18]1[CH:23]=[CH:22][CH:21]=[CH:20][CH:19]=1 |f:0.1|. Procedure: Precursor 5g, 1-benzoyl-4-[(7-bromo-6-azaindol-3-yl)-oxoacetyl]piperazine was prepared by the same method as Precursor 5a, starting from (7-bromo-6-azaindol-3-yl)-oxoacetic acid potassium salt, Precursor 4g, and 1-benzoylpiperazine. MS m/z: (M+H)+ calcd for C20H18BrN4O3: 441.06; found 441.07. HPLC retention time: 1.43 minutes (column B). Reactants: ClC=1C=C(C=C(C1OCC(OCC)OCC)C)C1=NOC(=N1)C1=CC(=NC(=C1)OC)C1CCCC1 (3-(3-chloro-4-(2,2-diethoxyethoxy)-5-methylphenyl)-5-(2-cyclopentyl-6-methoxypyridin-4-yl)-1,2,4-oxadiazole). Run in O1CCOCC1 (dioxane), OS(=O)(=O)O (H2SO4). Yields the product ClC1=C(OCC=O)C(=CC(=C1)C1=NOC(=N1)C1=CC(=NC(=C1)OC)C1CCCC1)C (2-(2-chloro-4-(5-(2-cyclopentyl-6-methoxypyridin-4-yl)-1,2,4-oxadiazol-3-yl)-6-methylphenoxy)acetaldehyde). Yield: 118.6%. RXN SMILES: [Cl:1][C:2]1[CH:3]=[C:4]([C:18]2[N:22]=[C:21]([C:23]3[CH:28]=[C:27]([O:29][CH3:30])[N:26]=[C:25]([CH:31]4[CH2:35][CH2:34][CH2:33][CH2:32]4)[CH:24]=3)[O:20][N:19]=2)[CH:5]=[C:6]([CH3:17])[C:7]=1[O:8][CH2:9][CH:10](OCC)[O:11]CC>O1CCOCC1.OS(O)(=O)=O>[Cl:1][C:2]1[CH:3]=[C:4]([C:18]2[N:22]=[C:21]([C:23]3[CH:28]=[C:27]([O:29][CH3:30])[N:26]=[C:25]([CH:31]4[CH2:35][CH2:34][CH2:33][CH2:32]4)[CH:24]=3)[O:20][N:19]=2)[CH:5]=[C:6]([CH3:17])[C:7]=1[O:8][CH2:9][CH:10]=[O:11]. Reported procedure: A solution of 3-(3-chloro-4-(2,2-diethoxyethoxy)-5-methylphenyl)-5-(2-cyclopentyl-6-methoxypyridin-4-yl)-1,2,4-oxadiazole (1.01 g, 2.01 mmol) in dioxane (15 mL) and 2 M aq. H2SO4 (5 mL) is stirred at 80° C. for 3 h. The mixture is extracted with EA (100 mL) and the org. extract is washed twice with brine (2×35 mL), dried over MgSO4, filtered and concentrated to give crude 2-(2-chloro-4-(5-(2-cyclopentyl-6-methoxypyridin-4-yl)-1,2,4-oxadiazol-3-yl)-6-methylphenoxy)acetaldehyde (1.02 g) as a yello...